Dataset: the Open Reaction Database (ORD), a public repository of structured organic reaction records. Task: describe an organic reaction: reactants, conditions, products, and yield Starting materials: C(C)(C)(C)OC(N[C@@H]1C[C@@H](CC1)O)=O (cis-(3-hydroxycyclopentyl)-carbamic acid tert-butyl ester), [H-].[Na+] (sodium hydride), ICC (Iodoethane). Run in CN(C=O)C (dimethylformamide). Run at time 30 minute. Product: C(C)(C)(C)OC(N[C@@H]1C[C@@H](CC1)OCC)=O (cis-(3-ethoxycyclopentyl)carbamic acid tert-butyl ester). As a reaction SMILES: [C:1]([O:5][C:6](=[O:14])[NH:7][C@H:8]1[CH2:12][CH2:11][C@@H:10]([OH:13])[CH2:9]1)([CH3:4])([CH3:3])[CH3:2].[H-].[Na+].I[CH2:18][CH3:19]>CN(C)C=O>[C:1]([O:5][C:6](=[O:14])[NH:7][C@H:8]1[CH2:12][CH2:11][C@@H:10]([O:13][CH2:18][CH3:19])[CH2:9]1)([CH3:4])([CH3:2])[CH3:3] |f:1.2|. Reported procedure: A solution of cyclopent-3-enecarboxylic acid (2.25 g), diphenylphosphoryl azide (4.7 mL), and triethylamine (2.8 mL) in 25 mL toluene was refluxed for 7 h. The mixture was cooled to rt and treated with 10 mL of tert-butanol. The resulting mixture was refluxed for an additional 16 h. The solvents were evaporated and the crude residue was chromatographed with silica gel (1:10 ethyl acetate:hexanes) to give Cyclopent-3-enylcarbamic acid tert-butyl ester (racemic): (2.37 g). Borane-tetrahydrofuran (... Reactants: CC1(N=C(OC1)C1=CC2=C(O1)C=CC=C2OC)C (2-(4,4-dimethyloxazolin-2-yl)-4-methoxybenzo(b)furan), B(Br)(Br)Br (boron tribromide). Yields the product CC1(N=C(OC1)C1=CC2=C(O1)C=CC=C2O)C (2-(4,4-dimethyloxazolin-2-yl)-4-hydroxybenzo(b)furan). The yield is 87.3%. As a reaction SMILES: [CH3:1][C:2]1([CH3:18])[CH2:6][O:5][C:4]([C:7]2[O:11][C:10]3[CH:12]=[CH:13][CH:14]=[C:15]([O:16]C)[C:9]=3[CH:8]=2)=[N:3]1.B(Br)(Br)Br>>[CH3:1][C:2]1([CH3:18])[CH2:6][O:5][C:4]([C:7]2[O:11][C:10]3[CH:12]=[CH:13][CH:14]=[C:15]([OH:16])[C:9]=3[CH:8]=2)=[N:3]1. Procedure: By the reactions in the same manner as in Starting Material Synthesis Example 5 using 2-(4,4-dimethyloxazolin-2-yl)-4-methoxybenzo(b)furan (6.11 g) and boron tribromide (6.11 ml), the title compound (5.03 g) was obtained as pale-yellow crystals, melting point 187–188° C. Reactants: 32(iii), COC(CC(CCCCC)C1=C(C=C(C(=C1)C=O)OC)OC)=O.COC1=C(C=C(C(=C1)OC)C=O)C(CC(=O)O)CCCCC (3-(2,4-Dimethoxy-5-formylphenyl)octanoic acid Methyl 3-(2,4-dimethoxy-5-formylphenyl)octanoate). Solvent: C(C)(=O)OCC.CCCCCC (ethyl acetate hexane). Product: COC1=C(C=C(C(=C1)OC)C=O)C(CC(=O)OC)CCCCC (Methyl 3-(2,4-dimethoxy-5-formylphenyl)octanoate). As a reaction SMILES: [CH3:1][O:2][C:3](=[O:23])[CH2:4][CH:5]([C:11]1[CH:16]=[C:15]([CH:17]=[O:18])[C:14]([O:19][CH3:20])=[CH:13][C:12]=1[O:21][CH3:22])[CH2:6][CH2:7][CH2:8][CH2:9][CH3:10].COC1C=C(OC)C(C=O)=CC=1C(CCCCC)CC(O)=O>C(OCC)(=O)C.CCCCCC>[CH3:22][O:21][C:12]1[CH:13]=[C:14]([O:19][CH3:20])[C:15]([CH:17]=[O:18])=[CH:16][C:11]=1[CH:5]([CH2:6][CH2:7][CH2:8][CH2:9][CH3:10])[CH2:4][C:3]([O:2][CH3:1])=[O:23] |f:0.1,2.3|. Procedure: 32(iii) 3-(2,4-Dimethoxy-5-formylphenyl)octanoic acid Methyl 3-(2,4-dimethoxy-5-formylphenyl)octanoate [prepared as described in step (ii) above] was hydrolyzed in a similar manner to that described in Preparation 7 to give the title compound as crystals, melting at 110°-111.5° C. (from ethyl acetate-hexane).